This data is from the Open Reaction Database (ORD), a public repository of structured organic reaction records. The task is: describe an organic reaction: reactants, conditions, products, and yield Reactants: C(=O)(Cl)Cl (Phosgene), C1(=CC=CC=C1)CCCC1CCNCC1 (4-(3-phenylpropyl)piperidine), N1=CC=CC=C1 (pyridine). The solvent is C1(=CC=CC=C1)C (toluene), C1(=CC=CC=C1)C (toluene). Conditions: time 1 hour. The product is C1(=CC=CC=C1)CCCC1CCN(CC1)C(=O)Cl (4-(3-Phenylpropyl)piperidinocarbonyl Chloride). RXN SMILES: [C:1]([Cl:4])(Cl)=[O:2].[C:5]1([CH2:11][CH2:12][CH2:13][CH:14]2[CH2:19][CH2:18][NH:17][CH2:16][CH2:15]2)[CH:10]=[CH:9][CH:8]=[CH:7][CH:6]=1.N1C=CC=CC=1>C1(C)C=CC=CC=1>[C:5]1([CH2:11][CH2:12][CH2:13][CH:14]2[CH2:15][CH2:16][N:17]([C:1]([Cl:4])=[O:2])[CH2:18][CH2:19]2)[CH:10]=[CH:9][CH:8]=[CH:7][CH:6]=1. Reported procedure: Phosgene is passed into 150 ml. of dry toluene at 0° C. until 17 g. of gas has been absorbed. The cooling bath is removed, and to the phosgene solution is added, dropwise, with stirring, during 1 hour, a solution prepared from 27.6 g. of 4-(3-phenylpropyl)piperidine, and 12.3 ml. of pyridine and 100 ml. of toluene. After the end of the addition, the reaction mixture is stored at ambient temperature for 16 hours. At this point, the reaction mixture is filtered, and the filtrate is evaporated in v... The reactants are OC(C)(C)C1=CC=C2C=3C(=CC=C(C3NC2=C1)C(=O)N)B1OC(C(O1)(C)C)(C)C (7-(2-hydroxypropan-2-yl)-4-(4,4,5,5-tetramethyl-1,3,2-dioxaborolan-2-yl)-9H-carbazole-1-carboxamide), BrC=1C(=C(C=CC1)NC1=NC=NC2=C(C=CC=C12)F)C (N-(3-bromo-2-methylphenyl)-8-fluoroquinazolin-4-amine), BrC=1C(=C(C=CC1)NC1=NC=NC2=C(C=CC=C12)F)C (N-(3-bromo-2-methylphenyl)-8-fluoroquinazolin-4-amine), C([O-])([O-])=O.[Na+].[Na+] (sodium carbonate). Reagents/catalysts: C=1C=CC(=CC1)[P](C=2C=CC=CC2)(C=3C=CC=CC3)[Pd]([P](C=4C=CC=CC4)(C=5C=CC=CC5)C=6C=CC=CC6)([P](C=7C=CC=CC7)(C=8C=CC=CC8)C=9C=CC=CC9)[P](C=1C=CC=CC1)(C=1C=CC=CC1)C=1C=CC=CC1 (tetrakis(triphenylphosphine)palladium). Solvent: C1(=CC=CC=C1)C (toluene), C(C)O (ethanol). Conditions: temperature 90 celsius. Product: FC=1C=CC=C2C(=NC=NC12)NC=1C(=C(C=CC1)C1=CC=C(C=2NC3=CC(=CC=C3C12)C(C)(C)O)C(=O)N)C (4-(3-(8-fluoroquinazolin-4-ylamino)-2-methylphenyl)-7-(2-hydroxypropan-2-yl)-9H-carbazole-1-carboxamide). The yield is 65.4%. RXN SMILES: [OH:1][C:2]([C:5]1[CH:17]=[C:16]2[C:8]([C:9]3[C:10](B4OC(C)(C)C(C)(C)O4)=[CH:11][CH:12]=[C:13]([C:18]([NH2:20])=[O:19])[C:14]=3[NH:15]2)=[CH:7][CH:6]=1)([CH3:4])[CH3:3].Br[C:31]1[C:32]([CH3:49])=[C:33]([NH:37][C:38]2[C:47]3[C:42](=[C:43]([F:48])[CH:44]=[CH:45][CH:46]=3)[N:41]=[CH:40][N:39]=2)[CH:34]=[CH:35][CH:36]=1.C(=O)([O-])[O-].[Na+].[Na+]>C1(C)C=CC=CC=1.C(O)C.C1C=CC([P]([Pd]([P](C2C=CC=CC=2)(C2C=CC=CC=2)C2C=CC=CC=2)([P](C2C=CC=CC=2)(C2C=CC=CC=2)C2C=CC=CC=2)[P](C2C=CC=CC=2)(C2C=CC=CC=2)C2C=CC=CC=2)(C2C=CC=CC=2)C2C=CC=CC=2)=CC=1>[F:48][C:43]1[CH:44]=[CH:45][CH:46]=[C:47]2[C:42]=1[N:41]=[CH:40][N:39]=[C:38]2[NH:37][C:33]1[C:32]([CH3:49])=[C:31]([C:10]2[C:9]3[C:8]4[C:16](=[CH:17][C:5]([C:2]([OH:1])([CH3:4])[CH3:3])=[CH:6][CH:7]=4)[NH:15][C:14]=3[C:13]([C:18]([NH2:20])=[O:19])=[CH:12][CH:11]=2)[CH:36]=[CH:35][CH:34]=1 |f:2.3.4,^1:69,71,90,109|. Procedure details: Step 2 A mixture of 7-(2-hydroxypropan-2-yl)-4-(4,4,5,5-tetramethyl-1,3,2-dioxaborolan-2-yl)-9H-carbazole-1-carboxamide (ca. 60% purity, 35 mg, 0.053 mmol), N-(3-bromo-2-methylphenyl)-8-fluoroquinazolin-4-amine (Intermediate 32-7, 17.69 mg, 0.053 mmol), and 2 M aqueous sodium carbonate (0.067 mL, 0.133 mmol) in toluene (0.8 mL) and ethanol (0.200 mL) was purged with argon, treated with tetrakis(triphenylphosphine)palladium (3.1 mg, 0.003 mmol) and heated at 90° C. in a sealed tube for 16.5 h. Th...